Dataset: the Open Reaction Database (ORD), a public repository of structured organic reaction records. Task: describe an organic reaction: reactants, conditions, products, and yield The reactants are CB1OB(C)OB(C)O1, [K+], [K+], CN1C(=O)CCc2cc(Br)c(N)cc21, O=C([O-])[O-], O. Yields the product Cc1cc2c(cc1N)N(C)C(=O)CC2. Reaction SMILES: [CH3:21][B:22]1[O:23][B:24]([CH3:25])[O:26][B:27]([CH3:28])[O:29]1.[K+:15].[K+:16].[NH2:1][c:2]1[c:3]([Br:14])[cH:4][c:5]2[c:10]([cH:11]1)[N:9]([CH3:12])[C:8](=[O:13])[CH2:7][CH2:6]2.[O-:17][C:18]([O-:19])=[O:20].[OH2:30]>>[NH2:1][c:2]1[c:3]([CH3:18])[cH:4][c:5]2[c:10]([cH:11]1)[N:9]([CH3:12])[C:8](=[O:13])[CH2:7][CH2:6]2. Starting materials: FC=1C=CC=2C=CNC2C1. Yields the product FC=1C=CC2=C(C1)NC=C2B3OC(C)(C)C(O3)(C)C. Yield: 62.0%. Reaction conditions: temperature 60 celsius, time 4 hour. Solvent: CCCCCC. The reagents and catalysts are O1B(OC(C)(C)C1(C)C)B2OC(C)(C)C(O2)(C)C, [Ni](=C1N(C=CN1C=2C(=CC(=CC2C)C)C)C=3C(=CC(=CC3C)C)C)=C4N(C=CN4C=5C(=CC(=CC5C)C)C)C=6C(=CC(=CC6C)C)C. Starting materials: CC1=C(C(=NO1)C1=NC=CC=C1)CCC=1SC(=CN1)C(=O)O (2-[2-(5-methyl-3-pyridin-2-yl-isoxazol-4-yl)-ethyl]-thiazole-5-carboxylic acid), NC1CCOCC1 (4-aminotetrahydropyran). The product is O1CCC(CC1)NC(=O)C1=CN=C(S1)CCC=1C(=NOC1C)C1=NC=CC=C1 (2-[2-(5-Methyl-3-pyridin-2-yl-isoxazol-4-yl)-ethyl]-thiazole-5-carboxylic acid (tetra-hydro-pyran-4-yl)-amide). Isolated yield 46.0%. As a reaction SMILES: [CH3:1][C:2]1[O:6][N:5]=[C:4]([C:7]2[CH:12]=[CH:11][CH:10]=[CH:9][N:8]=2)[C:3]=1[CH2:13][CH2:14][C:15]1[S:16][C:17]([C:20]([OH:22])=O)=[CH:18][N:19]=1.[NH2:23][CH:24]1[CH2:29][CH2:28][O:27][CH2:26][CH2:25]1>>[O:27]1[CH2:28][CH2:29][CH:24]([NH:23][C:20]([C:17]2[S:16][C:15]([CH2:14][CH2:13][C:3]3[C:4]([C:7]4[CH:12]=[CH:11][CH:10]=[CH:9][N:8]=4)=[N:5][O:6][C:2]=3[CH3:1])=[N:19][CH:18]=2)=[O:22])[CH2:25][CH2:26]1. Reported procedure: As described for example 22b, 2-[2-(5-methyl-3-pyridin-2-yl-isoxazol-4-yl)-ethyl]-thiazole-5-carboxylic acid (77 mg, 0.24 mmol) was converted, using 4-aminotetrahydropyran instead of isopropylamine, to the title compound (45 mg, 46%) which was obtained as a white solid MS: m/e=399.1 [M+H]+. The reactants are CC(=O)OCCCBr, [H-], [Na+], CN(C)C=O, c1ccc2[nH]ccc2c1. Yields the product CC(=O)OCCCn1ccc2ccccc21. As a reaction SMILES: [C:12]([CH3:13])(=[O:14])[O:15][CH2:16][CH2:17][CH2:18][Br:19].[H-:2].[Na+:1].[O:20]=[CH:21][N:22]([CH3:23])[CH3:24].[nH:3]1[cH:4][cH:5][c:6]2[cH:7][cH:8][cH:9][cH:10][c:11]12>>[n:3]1([CH2:18][CH2:17][CH2:16][O:15][C:12]([CH3:13])=[O:14])[cH:4][cH:5][c:6]2[cH:7][cH:8][cH:9][cH:10][c:11]12. Starting materials: O=C(Cl)c1ccccc1, CCN(CC)c1ccc(C=O)c(O)c1, CCOC(C)=O, ClCCl, c1ccncc1. Product: CCN(CC)c1ccc(C=O)c(OC(=O)c2ccccc2)c1. RXN SMILES: [C:21]([c:22]1[cH:23][cH:24][cH:25][cH:26][cH:27]1)(=[O:28])[Cl:29].[CH2:1]([CH3:2])[N:3]([c:4]1[cH:5][c:6]([OH:12])[c:7]([CH:8]=[O:9])[cH:10][cH:11]1)[CH2:13][CH3:14].[CH3:33][CH2:34][O:35][C:36](=[O:37])[CH3:38].[Cl:30][CH2:31][Cl:32].[cH:15]1[cH:16][cH:17][n:18][cH:19][cH:20]1>>[CH2:1]([CH3:2])[N:3]([c:4]1[cH:5][c:6]([O:12][C:21]([c:22]2[cH:23][cH:24][cH:25][cH:26][cH:27]2)=[O:28])[c:7]([CH:8]=[O:9])[cH:10][cH:11]1)[CH2:13][CH3:14].